Dataset: the Open Reaction Database (ORD), a public repository of structured organic reaction records. Task: describe an organic reaction: reactants, conditions, products, and yield Starting materials: N(N)C1=NC=CC2=CC=C(C=C12)C (1-hydrazino-7-methylisoquinoline), FC(C(=O)O)(F)F (trifluoroacetic acid). Product: FC(C1=NN=C2N1C=CC1=CC=C(C=C21)C)(F)F (3-Trifluoromethyl-9-methyl-s-triazolo-[3,4-a]-isoquinoline). Yield: 20.0%. As a reaction SMILES: [NH:1]([C:3]1[C:12]2[C:7](=[CH:8][CH:9]=[C:10]([CH3:13])[CH:11]=2)[CH:6]=[CH:5][N:4]=1)[NH2:2].[F:14][C:15]([F:20])([F:19])[C:16](O)=O>>[F:14][C:15]([F:20])([F:19])[C:16]1[N:4]2[CH:5]=[CH:6][C:7]3[C:12]([C:3]2=[N:1][N:2]=1)=[CH:11][C:10]([CH3:13])=[CH:9][CH:8]=3. Procedure: A solution of 1-hydrazino-7-methylisoquinoline in excess trifluoroacetic acid was allowed to reflux for two hours. Removal of the excess acid in vacuo, treatment of the residue with sodium bicarbonate solution and filtration provided the crude product which was recrystallized from cyclohexane to give the product in a yield of 20%; m.p. 205°-206°C. The reactants are BrC=1C=C2C(N(C=NC2=C2C1N=CC=C2)[C@H]2COCC[C@@H]2O)=O (6-bromo-3-[(3S,4S)-4-hydroxytetrahydro-2H-pyran-3-yl]pyrido[2,3-h]quinazolin-4(3H)-one), C(C)(=O)[O-].[K+] (potassium acetate), B1(OC(C(O1)(C)C)(C)C)B2OC(C(O2)(C)C)(C)C (bis(pinacolato)diboron), ClCCl (dichloromethane), [OH-].[Na+] (sodium hydroxide). The reagents and catalysts are C1=CC=C(C=C1)P([C-]2C=CC=C2)C3=CC=CC=C3.C1=CC=C(C=C1)P([C-]2C=CC=C2)C3=CC=CC=C3.Cl[Pd]Cl.[Fe+2] ([1,1′-bis(diphenylphosphino)ferrocene]dichloro-palladium(II)). Run in CN(C)C=O (DMF). Reaction conditions: temperature 80 celsius. The product is O[C@@H]1[C@H](COCC1)N1C=NC2=C3C(=C(C=C2C1=O)B(O)O)N=CC=C3 ({3-[(3S,4S)-4-hydroxytetrahydro-2H-pyran-3-yl]-4-oxo-3,4-dihyrdopyrido[2,3-h]quinazolin-6-yl}boronic acid). As a reaction SMILES: Br[C:2]1[CH:3]=[C:4]2[C:9](=[C:10]3[CH:15]=[CH:14][CH:13]=[N:12][C:11]=13)[N:8]=[CH:7][N:6]([C@@H:16]1[C@@H:21]([OH:22])[CH2:20][CH2:19][O:18][CH2:17]1)[C:5]2=[O:23].C([O-])(=O)C.[K+].[B:29]1(B2OC(C)(C)C(C)(C)O2)[O:33]C(C)(C)C(C)(C)[O:30]1.ClCCl.[OH-].[Na+]>CN(C=O)C.C1C=CC(P(C2C=CC=CC=2)[C-]2C=CC=C2)=CC=1.C1C=CC(P(C2C=CC=CC=2)[C-]2C=CC=C2)=CC=1.Cl[Pd]Cl.[Fe+2]>[OH:22][C@H:21]1[CH2:20][CH2:19][O:18][CH2:17][C@@H:16]1[N:6]1[C:5](=[O:23])[C:4]2[C:9](=[C:10]3[CH:15]=[CH:14][CH:13]=[N:12][C:11]3=[C:2]([B:29]([OH:33])[OH:30])[CH:3]=2)[N:8]=[CH:7]1 |f:1.2,5.6,8.9.10.11|. Procedure details: To a solution of 6-bromo-3-[(3S,4S)-4-hydroxytetrahydro-2H-pyran-3-yl]pyrido[2,3-h]quinazolin-4(3H)-one (1.00 g, 2.66 mmol) in 6 mL of DMF under an atmosphere of nitrogen was added potassium acetate (0.783 g, 7.97 mmol), bis(pinacolato)diboron (1.01 g, 3.99 mmol), and [1,1′-bis(diphenylphosphino)ferrocene]dichloro-palladium(II), 1:1 complex with dichloromethane (0.217 g, 0.266 mmol). The mixture was heated at 80° C. for 2 h, cooled to rt, and treated with 1 N aqueous sodium hydroxide to pH ˜9. T... The reactants are N1=CC=CC=C1 (pyridine), N1(CCOCC1)C1=C2CCNC2=CC=C1 (4-morpholin-4-yl-2,3-dihydro-1H-indole), Cl.CN(CCCN=C=NCC)C (N-[3-(dimethylamino)propyl]-N′-ethylcarbodiimide hydrochloride), N1(CCOCC1)C=1N=C(NC(C1)=O)CC(=O)[O-].[Na+] (sodium [4-(morpholin-4-yl)-6-oxo-1,6-dihydropyrimidin-2-yl]acetate). The solvent is CN(C=O)C (N,N-dimethylformamide), C(C)(=O)OCC (ethyl acetate), O (water). Conditions: time 48 hour. Yields the product N1(CCOCC1)C1=CC(NC(=N1)CC(=O)N1CCC2=C(C=CC=C12)N1CCOCC1)=O (6-(morpholin-4-yl)-2-{2-[4-(morpholin-4-yl)-2,3-dihydro-1H-indol-1-yl]-2-oxoethyl}pyrimidin-4(3H)-one). RXN SMILES: N1C=CC=CC=1.[N:7]1([C:13]2[CH:21]=[CH:20][CH:19]=[C:18]3[C:14]=2[CH2:15][CH2:16][NH:17]3)[CH2:12][CH2:11][O:10][CH2:9][CH2:8]1.Cl.CN(C)CCCN=C=NCC.[N:34]1([C:40]2[N:41]=[C:42]([CH2:47][C:48]([O-])=[O:49])[NH:43][C:44](=[O:46])[CH:45]=2)[CH2:39][CH2:38][O:37][CH2:36][CH2:35]1.[Na+]>CN(C)C=O.C(OCC)(=O)C.O>[N:34]1([C:40]2[N:41]=[C:42]([CH2:47][C:48]([N:17]3[C:18]4[C:14](=[C:13]([N:7]5[CH2:8][CH2:9][O:10][CH2:11][CH2:12]5)[CH:21]=[CH:20][CH:19]=4)[CH2:15][CH2:16]3)=[O:49])[NH:43][C:44](=[O:46])[CH:45]=2)[CH2:39][CH2:38][O:37][CH2:36][CH2:35]1 |f:2.3,4.5|. Procedure details: 8 ml of pyridine, 200 mg of 4-morpholin-4-yl-2,3-dihydro-1H-indole (prepared using 4-bromoindoline as described in WO2007103370) and 330 mg of N-[3-(dimethylamino)propyl]-N′-ethylcarbodiimide hydrochloride are successively added to a solution of 300 mg of sodium [4-(morpholin-4-yl)-6-oxo-1,6-dihydropyrimidin-2-yl]acetate (example 1, step 2) in 8 ml of N,N-dimethylformamide. The reaction mixture is stirred at ambient temperature for 48 hours. After the addition of 50 ml of water and extraction wi... The reactants are ClCCCCCCO (6-chlorohexanol), COC(C1=CC(C(=O)OC)=CC(=C1)O)=O (5-hydroxyisophthalic acid dimethyl ester), C1(=CC=CC=C1)P(C1=CC=CC=C1)C1=CC=CC=C1 (triphenylphosphine), solution, C(C)OC(=O)N=NC(=O)OCC (azodicarboxylic acid diethyl ester). The solvent is O1CCCC1 (tetrahydrofuran), C1(=CC=CC=C1)C (toluene). Run at temperature 0 celsius, time 22 hour. Product: COC(C1=CC(C(=O)OC)=CC(=C1)OCCCCCCCl)=O (5-[(6-chlorohexyl)oxy]isophthalic acid dimethyl ester). The yield is 54.6%. As a reaction SMILES: [Cl:1][CH2:2][CH2:3][CH2:4][CH2:5][CH2:6][CH2:7][OH:8].[CH3:9][O:10][C:11](=[O:23])[C:12]1[CH:21]=[C:20](O)[CH:19]=[C:14]([C:15]([O:17][CH3:18])=[O:16])[CH:13]=1.C1(P(C2C=CC=CC=2)C2C=CC=CC=2)C=CC=CC=1.C(OC(N=NC(OCC)=O)=O)C>O1CCCC1.C1(C)C=CC=CC=1>[CH3:18][O:17][C:15](=[O:16])[C:14]1[CH:19]=[C:20]([O:8][CH2:7][CH2:6][CH2:5][CH2:4][CH2:3][CH2:2][Cl:1])[CH:21]=[C:12]([C:11]([O:10][CH3:9])=[O:23])[CH:13]=1. Reported procedure: 13.02 g (95.3 mmol) of 6-chlorohexanol were added to a solution of 20.04 g (95.3 mmol) of 5-hydroxyisophthalic acid dimethyl ester and 47.4 g (180.5 mmol) of triphenylphosphine in 300 ml of tetrahydrofuran. The colourless solution was cooled to 0° C. and then 79 ml (180.5 mmol) of a 40% solution of azodicarboxylic acid diethyl ester in toluene were added dropwise over a period of 2 hours and 45 minutes. The mixture was allowed to react for another 30 minutes at 0° C. and then for 22 hours at roo...